Dataset: the Open Reaction Database (ORD), a public repository of structured organic reaction records. Task: describe an organic reaction: reactants, conditions, products, and yield Reactants: FC1=C(C=C(C=C1)C)NC1=C(C=NC=2N1N=CC2C(=O)O)C(=O)N2CCC1(CC2)COC2=C1C=CC=C2F (7-(2-Fluoro-5-methylphenylamino)-6-(7-fluoro-2H-spiro[benzofuran-3,4′-piperidine]-1′-ylcarbonyl)pyrazolo[1,5-a]pyrimidine-3-carboxylic acid), C1(CC1)S(=O)(=O)N (cyclopropanesulfonamide). Product: FC1=C(C=C(C=C1)C)NC1=C(C=NC=2N1N=CC2C(=O)NS(=O)(=O)C2CC2)C(=O)N2CCC1(CC2)COC2=C1C=CC=C2F (N-[7-(2-Fluoro-5-methylphenylamino)-6-(7-fluoro-2H-spiro[benzofuran-3,4′-piperidine]-1′-ylcarbonyl)pyrazolo[1,5-a]pyrimidine-3-carbonyl]cyclopropanesulfonamide). Yield: 84.8%. RXN SMILES: [F:1][C:2]1[CH:7]=[CH:6][C:5]([CH3:8])=[CH:4][C:3]=1[NH:9][C:10]1[N:15]2[N:16]=[CH:17][C:18]([C:19](O)=[O:20])=[C:14]2[N:13]=[CH:12][C:11]=1[C:22]([N:24]1[CH2:29][CH2:28][C:27]2([C:33]3[CH:34]=[CH:35][CH:36]=[C:37]([F:38])[C:32]=3[O:31][CH2:30]2)[CH2:26][CH2:25]1)=[O:23].[CH:39]1([S:42]([NH2:45])(=[O:44])=[O:43])[CH2:41][CH2:40]1>>[F:1][C:2]1[CH:7]=[CH:6][C:5]([CH3:8])=[CH:4][C:3]=1[NH:9][C:10]1[N:15]2[N:16]=[CH:17][C:18]([C:19]([NH:45][S:42]([CH:39]3[CH2:41][CH2:40]3)(=[O:44])=[O:43])=[O:20])=[C:14]2[N:13]=[CH:12][C:11]=1[C:22]([N:24]1[CH2:29][CH2:28][C:27]2([C:33]3[CH:34]=[CH:35][CH:36]=[C:37]([F:38])[C:32]=3[O:31][CH2:30]2)[CH2:26][CH2:25]1)=[O:23]. Procedure details: In the same manner as in Example 1, step 6 and using 7-(2-fluoro-5-methylphenylamino)-6-(7-fluoro-2H-spiro[benzofuran-3,4′-piperidine]-1′-ylcarbonyl)pyrazolo[1,5-a]pyrimidine-3-carboxylic acid (0.130 g, 0.251 mmol) obtained in step 2 and cyclopropanesulfonamide (0.155 g, 0.125 mmol), the title compound (0.066 g, 42%) was obtained. Starting materials: O=C(CNC(=O)c1cc(C(F)(F)F)ccc1Cl)NC1CNC1, Cc1ccc(C2(O)CCC(=O)CC2)cn1. The product is Cc1ccc(C2(O)CCC(N3CC(NC(=O)CNC(=O)c4cc(C(F)(F)F)ccc4Cl)C3)CC2)cn1. RXN SMILES: [NH:16]1[CH2:17][CH:18]([NH:20][C:21](=[O:22])[CH2:23][NH:24][C:25]([c:26]2[c:27]([Cl:36])[cH:28][cH:29][c:30]([C:32]([F:33])([F:34])[F:35])[cH:31]2)=[O:37])[CH2:19]1.[OH:1][C:2]1([c:9]2[cH:10][n:11][c:12]([CH3:15])[cH:13][cH:14]2)[CH2:3][CH2:4][C:5](=[O:8])[CH2:6][CH2:7]1>>[OH:1][C:2]1([c:9]2[cH:10][n:11][c:12]([CH3:15])[cH:13][cH:14]2)[CH2:3][CH2:4][CH:5]([N:16]2[CH2:17][CH:18]([NH:20][C:21](=[O:22])[CH2:23][NH:24][C:25]([c:26]3[c:27]([Cl:36])[cH:28][cH:29][c:30]([C:32]([F:33])([F:34])[F:35])[cH:31]3)=[O:37])[CH2:19]2)[CH2:6][CH2:7]1. The reactants are FC1=C(C(=CC=C1)F)N1N=C(C=2C(=NC=CC21)OC)C2=CC=C(C=C2)C2CCN(CC2)C(C)=O (1-(4-(4-(1-(2,6-difluorophenyl)-4-methoxy-1H-pyrazolo[4,3-c]pyridin-3-yl)phenyl)piperidin-1-yl)ethanone), [I-].[Na+] (sodium iodide), Cl[Si](C)(C)C (chloro(trimethyl)silane), C(O)([O-])=O.[Na+] (sodium hydrogencarbonate). Solvent: C(C)#N (acetonitrile). Run at temperature 60 celsius, time 3 hour. Product: C(C)(=O)N1CCC(CC1)C1=CC=C(C=C1)C1=NN(C2=C1C(NC=C2)=O)C2=C(C=CC=C2F)F (3-(4-(1-acetylpiperidin-4-yl)phenyl)-1-(2,6-difluorophenyl)-1,5-dihydro-4H-pyrazolo[4,3-c]pyridin-4-one). Isolated yield 47.0%. RXN SMILES: [F:1][C:2]1[CH:7]=[CH:6][CH:5]=[C:4]([F:8])[C:3]=1[N:9]1[C:17]2[CH:16]=[CH:15][N:14]=[C:13]([O:18]C)[C:12]=2[C:11]([C:20]2[CH:25]=[CH:24][C:23]([CH:26]3[CH2:31][CH2:30][N:29]([C:32](=[O:34])[CH3:33])[CH2:28][CH2:27]3)=[CH:22][CH:21]=2)=[N:10]1.[I-].[Na+].Cl[Si](C)(C)C.C(=O)([O-])O.[Na+]>C(#N)C>[C:32]([N:29]1[CH2:28][CH2:27][CH:26]([C:23]2[CH:24]=[CH:25][C:20]([C:11]3[C:12]4[C:13](=[O:18])[NH:14][CH:15]=[CH:16][C:17]=4[N:9]([C:3]4[C:2]([F:1])=[CH:7][CH:6]=[CH:5][C:4]=4[F:8])[N:10]=3)=[CH:21][CH:22]=2)[CH2:31][CH2:30]1)(=[O:34])[CH3:33] |f:1.2,4.5|. Procedure details: To a solution of 1-(4-(4-(1-(2,6-difluorophenyl)-4-methoxy-1H-pyrazolo[4,3-c]pyridin-3-yl)phenyl)piperidin-1-yl)ethanone (112 mg) in acetonitrile (3 mL) were added sodium iodide (73 mg) and chloro(trimethyl)silane (0.155 mL), and the mixture was stirred at 60° C. for 3 hr. To the reaction mixture was added saturated aqueous sodium hydrogencarbonate solution, and the mixture was extracted with ethyl acetate. The organic layer was washed with saturated brine, dried over anhydrous sodium sulfate, a... The reactants are [Br-].[Br-].[Br-].[NH+]1=CC=CC=C1.[NH+]1=CC=CC=C1.[NH+]1=CC=CC=C1 (pyridinium tribromide), C(#N)C1=C2C=CNC2=NC=C1 (4-cyano-7-azaindole), O (water). Solvent: CC(C)(C)O (t-BuOH). Reaction conditions: time 2 hour. The product is BrC1(C(NC=2N=CC=C(C21)C#N)=O)Br (3,3-dibromo-2-oxo-2,3-dihydro-1H-pyrrolo[2,3-b]pyridine-4-carbonitrile). As a reaction SMILES: [C:1]([C:3]1[CH:11]=[CH:10][N:9]=[C:8]2[C:4]=1[CH:5]=[CH:6][NH:7]2)#[N:2].[Br-:12].[Br-:13].[Br-].[NH+]1C=CC=CC=1.[NH+]1C=CC=CC=1.[NH+]1C=CC=CC=1.[OH2:33]>CC(O)(C)C>[Br:12][C:5]1([Br:13])[C:4]2[C:3]([C:1]#[N:2])=[CH:11][CH:10]=[N:9][C:8]=2[NH:7][C:6]1=[O:33] |f:1.2.3.4.5.6|. Procedure: To a stirred suspension of 4-cyano-7-azaindole (1 g, 6.0 mmol) in t-BuOH (60 mL) was added pyridinium tribromide (6.5 g, 20.19 mmol) by small portions. The solution was stirred at RT for 2 h and water was added. Solvent was evaporated, a solid precipitated which was filtered, rinsed quickly with IPOH and dried to give 3,3-dibromo-2-oxo-2,3-dihydro-1H-pyrrolo[2,3-b]pyridine-4-carbonitrile. Starting materials: CC(=O)OC(C)=O, CCOC(C)=O, O=C(C=Cc1cccnc1)NCCc1cccc(O)c1, c1ccncc1. Product: CC(=O)Oc1cccc(CCNC(=O)C=Cc2cccnc2)c1. Reaction SMILES: [CH3:21][C:22](=[O:23])[O:24][C:25](=[O:26])[CH3:27].[CH3:28][CH2:29][O:30][C:31](=[O:32])[CH3:33].[OH:1][c:2]1[cH:3][c:4]([CH2:5][CH2:6][NH:7][C:8]([CH:9]=[CH:10][c:11]2[cH:12][n:13][cH:14][cH:15][cH:16]2)=[O:17])[cH:18][cH:19][cH:20]1.[cH:34]1[cH:35][cH:36][n:37][cH:38][cH:39]1>>[O:1]([c:2]1[cH:3][c:4]([CH2:5][CH2:6][NH:7][C:8]([CH:9]=[CH:10][c:11]2[cH:12][n:13][cH:14][cH:15][cH:16]2)=[O:17])[cH:18][cH:19][cH:20]1)[C:22]([CH3:21])=[O:23]. Reactants: C(C)OC(=O)N1CCC(CC1)C1=CN(C2=NC=CC=C21)CC2=COC=C2 (4-(1-furan-3-ylmethyl-1H-pyrrolo[2,3-b]pyridin-3-yl) piperidine-1-carboxylic acid ethyl ester), [OH-].[K+] (potassium hydroxide). Yields the product O1C=C(C=C1)CN1C=C(C=2C1=NC=CC2)N2CCCCC2 (1-furan-3-ylmethyl-3-piperidinyl-1H-pyrrolo[2,3-b]pyridine). The yield is 248.8%. As a reaction SMILES: C(OC(N1CCC([C:12]2[C:20]3[C:15](=[N:16][CH:17]=[CH:18][CH:19]=3)[N:14]([CH2:21][C:22]3[CH:26]=[CH:25][O:24][CH:23]=3)[CH:13]=2)CC1)=O)C.[OH-].[K+]>>[O:24]1[CH:25]=[CH:26][C:22]([CH2:21][N:14]2[C:15]3=[N:16][CH:17]=[CH:18][CH:19]=[C:20]3[C:12]([N:16]3[CH2:17][CH2:18][CH2:19][CH2:20][CH2:15]3)=[CH:13]2)=[CH:23]1 |f:1.2|. Procedure details: This compound was prepared following the procedure described in example 24, part D, starting with 4.44 g (11 mmol) of 4-(1-furan-3-ylmethyl-1H-pyrrolo[2,3-b]pyridin-3-yl) piperidine-1-carboxylic acid ethyl ester and 3.6 g of potassium hydroxide. After standard work-up, 3.85 g of 1-furan-3-ylmethyl-3-piperidinyl-1H-pyrrolo[2,3-b]pyridine were obtained. The reactants are C1CCOC1, FC(F)(F)c1ccc(Cl)nc1, [H-], [Na+], CN(C)C=O, Cc1ccc(-c2c(NS(=O)(=O)C=Cc3ccccc3)ncnc2OCCO)cc1. Product: Cc1ccc(-c2c(NS(=O)(=O)C=Cc3ccccc3)ncnc2OCCOc2ccc(C(F)(F)F)cn2)cc1. RXN SMILES: [CH2:48]1[O:49][CH2:50][CH2:51][CH2:52]1.[Cl:37][c:38]1[n:39][cH:40][c:41]([C:44]([F:45])([F:46])[F:47])[cH:42][cH:43]1.[H-:30].[Na+:31].[O:32]=[CH:33][N:34]([CH3:35])[CH3:36].[OH:1][CH2:2][CH2:3][O:4][c:5]1[c:6](-[c:23]2[cH:24][cH:25][c:26]([CH3:29])[cH:27][cH:28]2)[c:7]([NH:11][S:12](=[O:13])(=[O:14])[CH:15]=[CH:16][c:17]2[cH:18][cH:19][cH:20][cH:21][cH:22]2)[n:8][cH:9][n:10]1>>[O:1]([CH2:2][CH2:3][O:4][c:5]1[c:6](-[c:23]2[cH:24][cH:25][c:26]([CH3:29])[cH:27][cH:28]2)[c:7]([NH:11][S:12](=[O:13])(=[O:14])[CH:15]=[CH:16][c:17]2[cH:18][cH:19][cH:20][cH:21][cH:22]2)[n:8][cH:9][n:10]1)[c:38]1[n:39][cH:40][c:41]([C:44]([F:45])([F:46])[F:47])[cH:42][cH:43]1.